From a dataset of the Open Reaction Database (ORD), a public repository of structured organic reaction records. describe an organic reaction: reactants, conditions, products, and yield The reactants are COC1=CC=C(C=C1C(=O)O)C(=O)N (6-methoxyisophthalamic acid), FC1=C(N)C=CC=C1 (2-fluoroaniline). Yields the product FC1=C(C=CC=C1)NC(C=1C=C(C(=O)N)C=CC1OC)=O (3-N-(2-fluorophenyl)-4-methoxyisophthalamide). Reaction SMILES: [CH3:1][O:2][C:3]1[C:8]([C:9]([OH:11])=O)=[CH:7][C:6]([C:12]([NH2:14])=[O:13])=[CH:5][CH:4]=1.[F:15][C:16]1[CH:22]=[CH:21][CH:20]=[CH:19][C:17]=1[NH2:18]>>[F:15][C:16]1[CH:22]=[CH:21][CH:20]=[CH:19][C:17]=1[NH:18][C:9](=[O:11])[C:8]1[CH:7]=[C:6]([CH:5]=[CH:4][C:3]=1[O:2][CH3:1])[C:12]([NH2:14])=[O:13]. Procedure details: The captioned compound was synthesized from 6-methoxyisophthalamic acid and 2-fluoroaniline by the same procedure as in the manufacturing method described in step C of Example 1-3-1. The solvent is O1CCCC1 (tetrahydrofuran). Product: COC1=CC=C2C(=C3N(C2=C1)CCCC3NC=O)C (N-(6,7,8,9-Tetrahydro-3-methoxy-10-methylpyrido[1,2-a]indol-9-yl)formamide). Reported procedure: A mixture of formic acid (8.5 g,) and acetic anhydride (15.2 g) was heated to 60° C. for 4 hours, then cooled to 0° C. A solution of 6,7,8,9-tetrahydro-3-methoxy-10-methylpyrido[1,2-a]indol-9-amine (6.1 g, 26.6 mmol) in tetrahydrofuran (50 mL) was added at 0° C. The reaction mixture was stirred at 0° C. for 3 hours under exclusion of moisture. It was then poured into water (75 mL) and extracted with ether (3×100 mL). The combined organic layers were washed with 5% hydrochloric acid (50 mL), and ... Run at temperature 60 celsius, time 3 hour. The reactants are O (water), C(=O)O (formic acid), C(C)(=O)OC(C)=O (acetic anhydride), COC1=CC=C2C(=C3N(C2=C1)CCCC3N)C (6,7,8,9-tetrahydro-3-methoxy-10-methylpyrido[1,2-a]indol-9-amine). Reaction SMILES: [CH:1]([OH:3])=O.C(OC(=O)C)(=O)C.[CH3:11][O:12][C:13]1[CH:21]=[C:20]2[C:16]([C:17]([CH3:27])=[C:18]3[CH:25]([NH2:26])[CH2:24][CH2:23][CH2:22][N:19]32)=[CH:15][CH:14]=1.O>O1CCCC1>[CH3:11][O:12][C:13]1[CH:21]=[C:20]2[C:16]([C:17]([CH3:27])=[C:18]3[CH:25]([NH:26][CH:1]=[O:3])[CH2:24][CH2:23][CH2:22][N:19]32)=[CH:15][CH:14]=1. The yield is 76.4%. Reactants: ice, FC1=CC=C2CC/C(/C2=C1)=C\C(=O)Cl ((E)-2-(6-Fluoro-1-indanylidene)acetyl Chloride), C1(CC1)N (cyclopropylamine). Run in ClCCl (dichloromethane). The product is C1(CC1)NC(/C=C/1\CCC2=CC=C(C=C12)F)=O ((E)-N-cyclopropyl-2-(6-fluoro-1-indanylidene)acetamide). Yield: 76.0%. As a reaction SMILES: [F:1][C:2]1[CH:10]=[C:9]2[C:5]([CH2:6][CH2:7]/[C:8]/2=[CH:11]\[C:12](Cl)=[O:13])=[CH:4][CH:3]=1.[CH:15]1([NH2:18])[CH2:17][CH2:16]1>ClCCl>[CH:15]1([NH:18][C:12](=[O:13])/[CH:11]=[C:8]2\[CH2:7][CH2:6][C:5]3[C:9]\2=[CH:10][C:2]([F:1])=[CH:3][CH:4]=3)[CH2:17][CH2:16]1. Reported procedure: To an ice-cold stirred solution of (E)-2-(6-Fluoro-1-indanylidene)acetyl Chloride in dichloromethane (50 ml) was added cyclopropylamine (1.65 g, 28.86 mmol) and the reaction was warmed to room temperature overnight. The reaction was evaporated in vacuo to a solid residue. This residue was dissolved in ethyl acetate (300 ml), washed with water (75 ml), and the organic layer was concentrated by spin evaporation in vacuo. The residue was chromatographed on silica gel using ethyl acetate-hexanes (0:... Reactants: FC(F)=C(F)CCBr, CN(C)C=O, [K+], [S-]c1nsc2ccccc12. Yields the product FC(F)=C(F)CCSc1nsc2ccccc12. As a reaction SMILES: [Br:12][CH2:13][CH2:14][C:15](=[C:16]([F:17])[F:18])[F:19].[CH3:20][N:21]([CH3:22])[CH:23]=[O:24].[K+:11].[s:1]1[n:2][c:3]([S-:10])[c:4]2[c:5]1[cH:6][cH:7][cH:8][cH:9]2>>[s:1]1[n:2][c:3]([S:10][CH2:13][CH2:14][C:15](=[C:16]([F:17])[F:18])[F:19])[c:4]2[c:5]1[cH:6][cH:7][cH:8][cH:9]2. Reactants: ClC1=CC=NC2=CC(=CC=C12)Cl (4,7-dichloroquinoline), CCOC(=O)C (EtOAc), CC=1NC2=CC=C(C=C2C1)C (2,5-dimethylindole), CC[Mg+].[Br-] (EtMgBr). The solvent is C1CCOC1 (THF), O (water), C1(=CC=CC=C1)C (toluene). Reaction conditions: temperature 0 celsius, time 0.5 hour. The product is ClC1=CC=C2C(=CC=NC2=C1)C1=C(NC2=CC=C(C=C12)C)C (7-chloro-4-(2,5-dimethyl-1H-indol-3-yl)quinoline). Isolated yield 44.6%. As a reaction SMILES: [CH3:1][C:2]1[NH:3][C:4]2[C:9]([CH:10]=1)=[CH:8][C:7]([CH3:11])=[CH:6][CH:5]=2.CC[Mg+].[Br-].Cl[C:17]1[C:26]2[C:21](=[CH:22][C:23]([Cl:27])=[CH:24][CH:25]=2)[N:20]=[CH:19][CH:18]=1.CCOC(C)=O>C1(C)C=CC=CC=1.C1COCC1.O>[Cl:27][C:23]1[CH:22]=[C:21]2[C:26]([C:17]([C:10]3[C:9]4[C:4](=[CH:5][CH:6]=[C:7]([CH3:11])[CH:8]=4)[NH:3][C:2]=3[CH3:1])=[CH:18][CH:19]=[N:20]2)=[CH:25][CH:24]=1 |f:1.2|. Reported procedure: 2,5-dimethylindole (500 mg) was dissolved in dry toluene (2 ml), and maintained under a nitrogen atmosphere. The reaction was cooled to 0° C. before adding EtMgBr (2.5 ml, 3M in Et2O) dropwise, keeping the temperature below 5° C. Allowed the mixture to warm to RT and stirred for 0.5 h. A solution of 4,7-dichloroquinoline (680 mg) in dry THF (3 ml) was added slowly to the reaction. After stirring for 30 minutes at RT the reaction was slowly heated to 90° C. and stirred overnight. The reaction was... Starting materials: CO, CC(=O)Nc1cc(N2CCC(O)CC2)c(F)cc1[N+](=O)[O-], [Na+], [OH-]. The product is Nc1cc(N2CCC(O)CC2)c(F)cc1[N+](=O)[O-]. RXN SMILES: [CH3:24][OH:25].[N+:1](=[O:2])([O-:3])[c:4]1[c:5]([NH:18][C:19](=[O:20])[CH3:21])[cH:6][c:7]([N:11]2[CH2:12][CH2:13][CH:14]([OH:17])[CH2:15][CH2:16]2)[c:8]([F:10])[cH:9]1.[Na+:23].[OH-:22]>>[N+:1](=[O:2])([O-:3])[c:4]1[c:5]([NH2:18])[cH:6][c:7]([N:11]2[CH2:12][CH2:13][CH:14]([OH:17])[CH2:15][CH2:16]2)[c:8]([F:10])[cH:9]1. Reactants: NC1=C(C(=O)C2=C(C=CC=C2)Cl)C=C(C=C1C)C (2-amino-2'-chloro-3,5-dimethylbenzophenone), CC(=O)C (acetone), Cl (hydrochloric acid), C(/C=N\O)[N+](=O)[O-] (methazonic acid). Solvent: O (water). Conditions: time 2 hour. The product is ClC1=C(C=CC=C1)C1=C(C=NC2=C(C=C(C=C12)C)C)[N+](=O)[O-] (4-(2-chlorophenyl)-6,8-dimethyl-3-nitroquinoline). Reaction SMILES: [NH2:1][C:2]1[C:16]([CH3:17])=[CH:15][C:14]([CH3:18])=[CH:13][C:3]=1[C:4]([C:6]1[CH:11]=[CH:10][CH:9]=[CH:8][C:7]=1[Cl:12])=O.CC(C)=O.Cl.[CH2:24]([N+:28]([O-:30])=[O:29])/[CH:25]=N\O>O>[Cl:12][C:7]1[CH:8]=[CH:9][CH:10]=[CH:11][C:6]=1[C:4]1[C:3]2[C:2](=[C:16]([CH3:17])[CH:15]=[C:14]([CH3:18])[CH:13]=2)[N:1]=[CH:25][C:24]=1[N+:28]([O-:30])=[O:29]. Reported procedure: A mixture of 2-amino-2'-chloro-3,5-dimethylbenzophenone (1 g), acetone (50 ml), 20 % hydrochloric acid (20 ml) and methazonic acid (4.5 g, wet) was stirred for 2 hrs. at room temperature and refluxed for 4 hrs. The mixture was diluted with water, and extracted with chloroform. The organic layer was washed with water, dried over anhydrous magnesium sulfate and distilled to remove the solvent. The residue was purified by a column chromatography on silica gel to give 4-(2-chlorophenyl)-6,8-dimethyl... Reactants: Cl (hydrogen chloride), O1CCOCC1 (dioxane), C(C)(C)(C)OC(NC(CCC1=CC(=C(C=C1)OCCCCC1=CC=CC=C1)C(F)(F)F)(CO)CO)=O ({1,1-bis(hydroxymethyl)-3-[4-(4-phenylbutoxy)-3-trifluoromethylphenyl]propyl}carbamic acid t-butyl ester). Solvent: C(Cl)Cl (methylene chloride). Run at time 12 hour. Yields the product Cl.NC(CO)(CO)CCC1=CC(=C(C=C1)OCCCCC1=CC=CC=C1)C(F)(F)F (2-amino-2-{2-[4-(4-phenylbutoxy)-3-trifluoromethylphenyl]ethyl}propane-1,3-diol hydrochloride). Reaction SMILES: C(OC(=O)[NH:7][C:8]([CH2:34][OH:35])([CH2:32][OH:33])[CH2:9][CH2:10][C:11]1[CH:16]=[CH:15][C:14]([O:17][CH2:18][CH2:19][CH2:20][CH2:21][C:22]2[CH:27]=[CH:26][CH:25]=[CH:24][CH:23]=2)=[C:13]([C:28]([F:31])([F:30])[F:29])[CH:12]=1)(C)(C)C.[ClH:37].O1CCOCC1>C(Cl)Cl>[ClH:37].[NH2:7][C:8]([CH2:9][CH2:10][C:11]1[CH:16]=[CH:15][C:14]([O:17][CH2:18][CH2:19][CH2:20][CH2:21][C:22]2[CH:27]=[CH:26][CH:25]=[CH:24][CH:23]=2)=[C:13]([C:28]([F:29])([F:30])[F:31])[CH:12]=1)([CH2:32][OH:33])[CH2:34][OH:35] |f:4.5|. Procedure: Compound 4-1 (490 mg) was dissolved in methylene chloride (7 ml), hydrogen chloride-containing dioxane (4 mol/l, 5 ml) was added, and the mixture was stirred at room temperature for 12 hr stirred for. The reaction mixture was concentrated, and the residue was washed with diethyl ether to give the object product (370 mg) as a white powder.